From a dataset of the Open Reaction Database (ORD), a public repository of structured organic reaction records. describe an organic reaction: reactants, conditions, products, and yield RXN SMILES: [C:28](=[O:29])([O-:30])[O-:31].[CH3:34][O:35][c:36]1[cH:37][c:38]([S:44](=[O:45])(=[O:46])[Cl:47])[cH:39][cH:40][c:41]1[O:42][CH3:43].[CH3:48][N:49]([CH3:50])[CH:51]=[O:52].[CH3:53][CH2:54][O:55][C:56](=[O:57])[CH3:58].[Cl:2][c:3]1[cH:4][c:5]([NH:18][c:19]2[c:20]3[c:21]([n:22][cH:23][n:24]2)[cH:25][cH:26][nH:27]3)[cH:6][cH:7][c:8]1[O:9][CH2:10][c:11]1[cH:12][c:13]([F:17])[cH:14][cH:15][cH:16]1.[ClH:1].[K+:32].[K+:33]>>[Cl:2][c:3]1[cH:4][c:5]([NH:18][c:19]2[c:20]3[c:21]([n:22][cH:23][n:24]2)[cH:25][cH:26][n:27]3[S:44]([c:38]2[cH:37][c:36]([O:35][CH3:34])[c:41]([O:42][CH3:43])[cH:40][cH:39]2)(=[O:45])=[O:46])[cH:6][cH:7][c:8]1[O:9][CH2:10][c:11]1[cH:12][c:13]([F:17])[cH:14][cH:15][cH:16]1. The product is COc1ccc(S(=O)(=O)n2ccc3ncnc(Nc4ccc(OCc5cccc(F)c5)c(Cl)c4)c32)cc1OC. The reactants are O=C([O-])[O-], COc1ccc(S(=O)(=O)Cl)cc1OC, CN(C)C=O, CCOC(C)=O, Fc1cccc(COc2ccc(Nc3ncnc4cc[nH]c34)cc2Cl)c1, Cl, [K+], [K+]. Starting materials: N#C[Cu], CCCc1cc(I)ccc1N=C1NC2(CCCC2)CS1, CN(C)C=O. Product: CCCc1cc(C#N)ccc1N=C1NC2(CCCC2)CS1. As a reaction SMILES: [Cu:21][C:22]#[N:23].[I:1][c:2]1[cH:3][c:4]([CH2:18][CH2:19][CH3:20])[c:5]([N:8]=[C:9]2[NH:10][C:11]3([CH2:12][S:13]2)[CH2:14][CH2:15][CH2:16][CH2:17]3)[cH:6][cH:7]1.[O:24]=[CH:25][N:26]([CH3:27])[CH3:28]>>[c:2]1([C:22]#[N:23])[cH:3][c:4]([CH2:18][CH2:19][CH3:20])[c:5]([N:8]=[C:9]2[NH:10][C:11]3([CH2:12][S:13]2)[CH2:14][CH2:15][CH2:16][CH2:17]3)[cH:6][cH:7]1. The reactants are ClC1=C(C(=CC=C1)Cl)O (2,6-dichlorophenol), F[B-](F)(F)F.F[N+]1=C(C=CC=C1C(Cl)(Cl)Cl)Cl (N-fluoro-2-chloro-6-(trichloromethyl)pyridinium fluoroborate). Solvent: ClC(CCl)Cl (1,1,2-trichloroethane). Reaction conditions: temperature 55 celsius. Product: FC1=CC(=C(C(=C1)Cl)O)Cl (4-Fluoro-2,6-dichlorophenol). RXN SMILES: [Cl:1][C:2]1[CH:7]=[CH:6][CH:5]=[C:4]([Cl:8])[C:3]=1[OH:9].[F:10][B-](F)(F)F.F[N+]1C(C(Cl)(Cl)Cl)=CC=CC=1Cl>ClC(Cl)CCl>[F:10][C:6]1[CH:7]=[C:2]([Cl:1])[C:3]([OH:9])=[C:4]([Cl:8])[CH:5]=1 |f:1.2|. Procedure: A mixture of 0.82 g of 2,6-dichlorophenol, 1.67 g of N-fluoro-2-chloro-6-(trichloromethyl)pyridinium fluoroborate, and 40 ml of 1,1,2-trichloroethane was placed in a 100 ml 3-necked round bottomed flask equipped with a magnetic stirring bar, a thermometer, and a reflux condenser. The mixture was heated to 55° C. and allowed to react at that temperature for 8 hours under nitrogen. The mixture was then allowed to cool. Analysis by standardized gas-liquid chromatography using a mass spectrometer de... The reactants are C(C)N1C2=CC=CC=C2C=2C=C(C=CC12)CNC(C(C)NC(OC(C)(C)C)=O)=O (tert-butyl (1-(((9-ethyl-9H-carbazol-3-yl)methyl)amino)-1-oxopropan-2-yl)carbamate), C(=O)(C(F)(F)F)O (TFA). Product: NC(C(=O)NCC=1C=CC=2N(C3=CC=CC=C3C2C1)CC)C (2-amino-N-((9-ethyl-9H-carbazol-3-yl)methyl)propanamide). The yield is 99.9%. As a reaction SMILES: [CH2:1]([N:3]1[C:15]2[CH:14]=[CH:13][C:12]([CH2:16][NH:17][C:18](=[O:29])[CH:19]([NH:21]C(=O)OC(C)(C)C)[CH3:20])=[CH:11][C:10]=2[C:9]2[C:4]1=[CH:5][CH:6]=[CH:7][CH:8]=2)[CH3:2].C(O)(C(F)(F)F)=O>>[NH2:21][CH:19]([CH3:20])[C:18]([NH:17][CH2:16][C:12]1[CH:13]=[CH:14][C:15]2[N:3]([CH2:1][CH3:2])[C:4]3[C:9]([C:10]=2[CH:11]=1)=[CH:8][CH:7]=[CH:6][CH:5]=3)=[O:29]. Reported procedure: A solution of the compound obtained in Step 1 (324 mg, 0.82 mmol) in TFA (1 mL, 12.98 mmol) was stirred at room temperature for 15 min, and concentrated under reduced pressure. To the residue were added ethyl acetate and 1N aqueous sodium hydroxide solution, and the organic layer was separated. The organic layer was washed with water and saturated brine, and dried, and the solvent was evaporated under reduced pressure to give 2-amino-N-((9-ethyl-9H-carbazol-3-yl)methyl)propanamide (242 mg, 0.819... The reactants are CC(=O)Nc1ccc(CC(NC(=O)N(CCOC(C)=O)CCc2ccccc2)C(=O)NCCN(C)C)cc1, [Li+], C1CCOC1, [OH-]. The product is CC(=O)Nc1ccc(CC(NC(=O)N(CCO)CCc2ccccc2)C(=O)NCCN(C)C)cc1. As a reaction SMILES: [C:1](=[O:2])([CH3:3])[O:4][CH2:5][CH2:6][N:7]([C:8]([NH:9][CH:10]([C:11](=[O:12])[NH:13][CH2:14][CH2:15][N:16]([CH3:17])[CH3:18])[CH2:19][c:20]1[cH:21][cH:22][c:23]([NH:26][C:27]([CH3:28])=[O:29])[cH:24][cH:25]1)=[O:30])[CH2:31][CH2:32][c:33]1[cH:34][cH:35][cH:36][cH:37][cH:38]1.[Li+:39].[O:41]1[CH2:42][CH2:43][CH2:44][CH2:45]1.[OH-:40]>>[OH:4][CH2:5][CH2:6][N:7]([C:8]([NH:9][CH:10]([C:11](=[O:12])[NH:13][CH2:14][CH2:15][N:16]([CH3:17])[CH3:18])[CH2:19][c:20]1[cH:21][cH:22][c:23]([NH:26][C:27]([CH3:28])=[O:29])[cH:24][cH:25]1)=[O:30])[CH2:31][CH2:32][c:33]1[cH:34][cH:35][cH:36][cH:37][cH:38]1. Conditions: temperature 7.5 celsius. The yield is 69.2%. Product: ClC1=CC=2C3=C(N(C2C=C1)\C=C(/C)\C1=CC=C(C=C1)OC)CCN(C3)C ((E)-8-chloro-2,3,4,5-tetrahydro-5-(2-(4-methoxyphenyl)prop-1-enyl)-2-methyl-1H-pyrido[4,3-b]indole). Reported procedure: 1-(8-Chloro-1,2,3,4-tetrahydro-2-methylpyrido[4,3-b]indol-5-yl)-2-(4-methoxyphenyl)propan-2-ol (500 mg, 1.3 mmol, 1 equiv.) was heated to 55° C. with sulfuric acid (0.375 mL) in water (5 mL) for 2.5 h, cooled to 5-10° C. and neutralized by dropwise addition of saturated aqueous sodium hydrogen carbonate solution followed by extraction with EtOAc (2×15 mL). The combined organic extract was washed with water (10 mL), brine, dried over sodium sulfate and evaporated under reduced pressure to obtain ... Reaction SMILES: [Cl:1][C:2]1[CH:10]=[CH:9][C:8]2[N:7]([CH2:11][C:12]([C:15]3[CH:20]=[CH:19][C:18]([O:21][CH3:22])=[CH:17][CH:16]=3)(O)[CH3:13])[C:6]3[CH2:23][CH2:24][N:25]([CH3:27])[CH2:26][C:5]=3[C:4]=2[CH:3]=1.S(=O)(=O)(O)O.C(=O)([O-])O.[Na+]>O>[Cl:1][C:2]1[CH:10]=[CH:9][C:8]2[N:7](/[CH:11]=[C:12](/[C:15]3[CH:20]=[CH:19][C:18]([O:21][CH3:22])=[CH:17][CH:16]=3)\[CH3:13])[C:6]3[CH2:23][CH2:24][N:25]([CH3:27])[CH2:26][C:5]=3[C:4]=2[CH:3]=1 |f:2.3|. Solvent: O (water). Starting materials: ClC1=CC=2C3=C(N(C2C=C1)CC(C)(O)C1=CC=C(C=C1)OC)CCN(C3)C (1-(8-Chloro-1,2,3,4-tetrahydro-2-methylpyrido[4,3-b]indol-5-yl)-2-(4-methoxyphenyl)propan-2-ol), S(O)(O)(=O)=O (sulfuric acid), C(O)([O-])=O.[Na+] (sodium hydrogen carbonate). Reactants: CSc1nccc(-c2c(C(O)c3ccccc3Cl)c(=O)n3n2CCC3)n1, ClCCl. The product is CSc1nccc(-c2c(C(=O)c3ccccc3Cl)c(=O)n3n2CCC3)n1. Reaction SMILES: [Cl:1][c:2]1[c:3]([CH:8]([c:9]2[c:10](-[c:18]3[n:19][c:20]([S:24][CH3:25])[n:21][cH:22][cH:23]3)[n:11]3[n:12]([c:16]2=[O:17])[CH2:13][CH2:14][CH2:15]3)[OH:26])[cH:4][cH:5][cH:6][cH:7]1.[Cl:27][CH2:28][Cl:29]>>[Cl:1][c:2]1[c:3]([C:8]([c:9]2[c:10](-[c:18]3[n:19][c:20]([S:24][CH3:25])[n:21][cH:22][cH:23]3)[n:11]3[n:12]([c:16]2=[O:17])[CH2:13][CH2:14][CH2:15]3)=[O:26])[cH:4][cH:5][cH:6][cH:7]1. Reactants: NC1CCCN(Cc2ccccc2)C1, O=C(O)C1CCCCN1c1nc2ccccc2o1. The product is O=C(NC1CCCN(Cc2ccccc2)C1)C1CCCCN1c1nc2ccccc2o1. RXN SMILES: [CH2:19]([c:20]1[cH:21][cH:22][cH:23][cH:24][cH:25]1)[N:26]1[CH2:27][CH:28]([NH2:32])[CH2:29][CH2:30][CH2:31]1.[o:1]1[c:2]([N:10]2[CH:11]([C:16](=[O:17])[OH:18])[CH2:12][CH2:13][CH2:14][CH2:15]2)[n:3][c:4]2[c:5]1[cH:6][cH:7][cH:8][cH:9]2>>[o:1]1[c:2]([N:10]2[CH:11]([C:16](=[O:18])[NH:32][CH:28]3[CH2:27][N:26]([CH2:19][c:20]4[cH:21][cH:22][cH:23][cH:24][cH:25]4)[CH2:31][CH2:30][CH2:29]3)[CH2:12][CH2:13][CH2:14][CH2:15]2)[n:3][c:4]2[c:5]1[cH:6][cH:7][cH:8][cH:9]2. RXN SMILES: [Br:16][CH:17]([C:18](=[O:19])[O:20][CH2:21][CH3:22])[CH3:23].[C:1](=[O:2])([O-:3])[O-:4].[CH3:29][CH2:30][O:31][CH2:32][CH3:33].[CH3:7][O:8][c:9]1[cH:10][cH:11][cH:12][cH:13][c:14]1[OH:15].[Cs+:5].[Cs+:6].[O:24]=[CH:25][N:26]([CH3:27])[CH3:28]>>[CH3:7][O:8][c:9]1[cH:10][cH:11][cH:12][cH:13][c:14]1[O:15][CH:17]([C:18](=[O:19])[O:20][CH2:21][CH3:22])[CH3:23]. Starting materials: CCOC(=O)C(C)Br, O=C([O-])[O-], CCOCC, COc1ccccc1O, [Cs+], [Cs+], CN(C)C=O. Yields the product CCOC(=O)C(C)Oc1ccccc1OC. The reactants are CCO, CCOC(=O)c1cccc2cc(-c3ccc(OCc4c(Cc5c(Cl)cccc5Cl)noc4C(C)C)cc3)ccc12, Cl, [Na+], C1CCOC1, [OH-]. Yields the product CC(C)c1onc(Cc2c(Cl)cccc2Cl)c1COc1ccc(-c2ccc3c(C(=O)O)cccc3c2)cc1. As a reaction SMILES: [CH3:41][CH2:42][OH:43].[Cl:1][c:2]1[c:3]([CH2:9][c:10]2[n:11][o:12][c:13]([CH:38]([CH3:39])[CH3:40])[c:14]2[CH2:15][O:16][c:17]2[cH:18][cH:19][c:20](-[c:23]3[cH:24][c:25]4[cH:26][cH:27][cH:28][c:29]([C:33](=[O:34])[O:35][CH2:36][CH3:37])[c:30]4[cH:31][cH:32]3)[cH:21][cH:22]2)[c:4]([Cl:8])[cH:5][cH:6][cH:7]1.[ClH:46].[Na+:45].[O:47]1[CH2:48][CH2:49][CH2:50][CH2:51]1.[OH-:44]>>[Cl:1][c:2]1[c:3]([CH2:9][c:10]2[n:11][o:12][c:13]([CH:38]([CH3:39])[CH3:40])[c:14]2[CH2:15][O:16][c:17]2[cH:18][cH:19][c:20](-[c:23]3[cH:24][c:25]4[cH:26][cH:27][cH:28][c:29]([C:33](=[O:34])[OH:35])[c:30]4[cH:31][cH:32]3)[cH:21][cH:22]2)[c:4]([Cl:8])[cH:5][cH:6][cH:7]1.